This data is from the Open Reaction Database (ORD), a public repository of structured organic reaction records. The task is: describe an organic reaction: reactants, conditions, products, and yield The product is CCN(CC)CCC1CCN(CCNC(=O)N2c3ccccc3C(=O)Nc3cccnc32)CC1. The reactants are CCN(CC)CCC1CCN(CCN)CC1, CCOC(C)=O, O=C1Nc2cccnc2N(C(=O)Cl)c2ccccc21. RXN SMILES: [CH2:20]([CH3:21])[N:22]([CH2:23][CH2:24][CH:25]1[CH2:26][CH2:27][N:28]([CH2:31][CH2:32][NH2:33])[CH2:29][CH2:30]1)[CH2:34][CH3:35].[CH3:36][CH2:37][O:38][C:39](=[O:40])[CH3:41].[Cl:1][C:2](=[O:3])[N:4]1[c:5]2[c:6]([cH:16][cH:17][cH:18][n:19]2)[NH:7][C:8](=[O:15])[c:9]2[c:10]1[cH:11][cH:12][cH:13][cH:14]2>>[C:2](=[O:3])([N:4]1[c:5]2[c:6]([cH:16][cH:17][cH:18][n:19]2)[NH:7][C:8](=[O:15])[c:9]2[c:10]1[cH:11][cH:12][cH:13][cH:14]2)[NH:33][CH2:32][CH2:31][N:28]1[CH2:27][CH2:26][CH:25]([CH2:24][CH2:23][N:22]([CH2:20][CH3:21])[CH2:34][CH3:35])[CH2:30][CH2:29]1. The reactants are [Br-].C(C1=CC=CC=C1)[Zn+] (benzylzinc bromide), C(C1=CC=CC=C1)OCCN1N=C(C2=C(C=CC=C12)Br)O[C@H]1[C@H](OC(C(C)(C)C)=O)[C@@H](OC(C(C)(C)C)=O)[C@H](OC(C(C)(C)C)=O)[C@H](O1)COC(C(C)(C)C)=O (1-(2-benzyloxyethyl)-4-bromo-3-(2,3,4,6-tetra-O-pivaloyl-β-D-glucopyranosyloxy)-1H-indazole), Cl (hydrochloric acid). The reagents and catalysts are C=1C=CC(=CC1)[P](C=2C=CC=CC2)(C=3C=CC=CC3)[Pd]([P](C=4C=CC=CC4)(C=5C=CC=CC5)C=6C=CC=CC6)([P](C=7C=CC=CC7)(C=8C=CC=CC8)C=9C=CC=CC9)[P](C=1C=CC=CC1)(C=1C=CC=CC1)C=1C=CC=CC1 (tetrakis(triphenylphosphine)palladium). Run in O1CCCC1 (tetrahydrofuran). Reaction conditions: temperature 60 celsius, time 8 hour. The product is C(C1=CC=CC=C1)C1=C2C(=NN(C2=CC=C1)CCOCC1=CC=CC=C1)O[C@H]1[C@H](OC(C(C)(C)C)=O)[C@@H](OC(C(C)(C)C)=O)[C@H](OC(C(C)(C)C)=O)[C@H](O1)COC(C(C)(C)C)=O (4-benzyl-1-(2-benzyloxyethyl)-3-(2,3,4,6-tetra-O-pivaloyl-β-D-glucopyranosyloxy)-1H-indazole). RXN SMILES: [CH2:1]([O:8][CH2:9][CH2:10][N:11]1[C:19]2[C:14](=[C:15](Br)[CH:16]=[CH:17][CH:18]=2)[C:13]([O:21][C@@H:22]2[O:48][C@H:47]([CH2:49][O:50][C:51](=[O:56])[C:52]([CH3:55])([CH3:54])[CH3:53])[C@@H:39]([O:40][C:41](=[O:46])[C:42]([CH3:45])([CH3:44])[CH3:43])[C@H:31]([O:32][C:33](=[O:38])[C:34]([CH3:37])([CH3:36])[CH3:35])[C@H:23]2[O:24][C:25](=[O:30])[C:26]([CH3:29])([CH3:28])[CH3:27])=[N:12]1)[C:2]1[CH:7]=[CH:6][CH:5]=[CH:4][CH:3]=1.[Br-].[CH2:58]([Zn+])[C:59]1[CH:64]=[CH:63][CH:62]=[CH:61][CH:60]=1.Cl>O1CCCC1.C1C=CC([P]([Pd]([P](C2C=CC=CC=2)(C2C=CC=CC=2)C2C=CC=CC=2)([P](C2C=CC=CC=2)(C2C=CC=CC=2)C2C=CC=CC=2)[P](C2C=CC=CC=2)(C2C=CC=CC=2)C2C=CC=CC=2)(C2C=CC=CC=2)C2C=CC=CC=2)=CC=1>[CH2:58]([C:15]1[CH:16]=[CH:17][CH:18]=[C:19]2[C:14]=1[C:13]([O:21][C@@H:22]1[O:48][C@H:47]([CH2:49][O:50][C:51](=[O:56])[C:52]([CH3:55])([CH3:54])[CH3:53])[C@@H:39]([O:40][C:41](=[O:46])[C:42]([CH3:43])([CH3:44])[CH3:45])[C@H:31]([O:32][C:33](=[O:38])[C:34]([CH3:37])([CH3:35])[CH3:36])[C@H:23]1[O:24][C:25](=[O:30])[C:26]([CH3:27])([CH3:28])[CH3:29])=[N:12][N:11]2[CH2:10][CH2:9][O:8][CH2:1][C:2]1[CH:3]=[CH:4][CH:5]=[CH:6][CH:7]=1)[C:59]1[CH:64]=[CH:63][CH:62]=[CH:61][CH:60]=1 |f:1.2,^1:75,77,96,115|. Reported procedure: To a suspension of 1-(2-benzyloxyethyl)-4-bromo-3-(2,3,4,6-tetra-O-pivaloyl-β-D-glucopyranosyloxy)-1H-indazole (0.17 g) and tetrakis(triphenylphosphine)palladium (0) (12 mg) in tetrahydrofuran (2 mL) was added benzylzinc bromide (0.5 mol/L tetrahydrofuran solution, 0.8 mL), and the mixture was stirred at 60° C. under an argon atmosphere overnight. The reaction mixture was poured into 0.5 mol/L hydrochloric acid, and the resulting mixture was extracted with diethyl ether. The extract was washed w... Starting materials: ClC=1C(=NC2=CC=C(C=C2N1)[N+](=O)[O-])OC(C(F)(F)F)C=1C=NC=CC1 (3-chloro-6-nitro-2-(2,2,2-trifluoro-1-(pyridin-3-yl)ethoxy) quinoxaline), [Cl-].[NH4+] (ammonium chloride). The reagents and catalysts are [Fe] (iron (0)). Solvent: C(C)O (ethanol), O (water). Conditions: temperature 80 celsius, time 1 hour. Yields the product ClC=1C(=NC2=CC=C(C=C2N1)N)OC(C(F)(F)F)C=1C=NC=CC1 (3-chloro-2-(2,2,2-trifluoro-1-(pyridin-3-yl)ethoxy) quinoxaline-6-amine). Yield: 61.8%. As a reaction SMILES: [Cl:1][C:2]1[C:3]([O:15][CH:16]([C:21]2[CH:22]=[N:23][CH:24]=[CH:25][CH:26]=2)[C:17]([F:20])([F:19])[F:18])=[N:4][C:5]2[C:10]([N:11]=1)=[CH:9][C:8]([N+:12]([O-])=O)=[CH:7][CH:6]=2.[Cl-].[NH4+]>C(O)C.O.[Fe]>[Cl:1][C:2]1[C:3]([O:15][CH:16]([C:21]2[CH:22]=[N:23][CH:24]=[CH:25][CH:26]=2)[C:17]([F:19])([F:20])[F:18])=[N:4][C:5]2[C:10]([N:11]=1)=[CH:9][C:8]([NH2:12])=[CH:7][CH:6]=2 |f:1.2|. Procedure details: In a mixed solvent of ethanol (19.5 mL) and water (9.75 mL) was dissolved 3-chloro-6-nitro-2-(2,2,2-trifluoro-1-(pyridin-3-yl)ethoxy)quinoxaline (975 mg, 2.53 mmol) obtained in Step 2. To the solution were added iron (0) (425 mg, 7.60 mmol) and ammonium chloride (68.0 mg, 1.27 mmol) and the mixture was stirred at 80° C. for 1 hour. The reaction mixture was filtered through Celite and the filtrate was extracted with ethyl acetate. Washing with saturated brine and drying over anhydrous magnesium s... Reactants: COC(=O)c1[nH]c2c(c1Br)C(CCc1ccccc1)CC2, C1CCOC1, CO, [Li+], [OH-], O. Product: O=C(O)c1[nH]c2c(c1Br)C(CCc1ccccc1)CC2. As a reaction SMILES: [Br:1][c:2]1[c:3]2[c:4]([nH:5][c:6]1[C:7](=[O:8])[O:9][CH3:10])[CH2:11][CH2:12][CH:13]2[CH2:14][CH2:15][c:16]1[cH:17][cH:18][cH:19][cH:20][cH:21]1.[CH2:27]1[O:28][CH2:29][CH2:30][CH2:31]1.[CH3:25][OH:26].[Li+:24].[OH-:23].[OH2:22]>>[Br:1][c:2]1[c:3]2[c:4]([nH:5][c:6]1[C:7](=[O:8])[OH:9])[CH2:11][CH2:12][CH:13]2[CH2:14][CH2:15][c:16]1[cH:17][cH:18][cH:19][cH:20][cH:21]1.